Dataset: the Open Reaction Database (ORD), a public repository of structured organic reaction records. Task: describe an organic reaction: reactants, conditions, products, and yield The reactants are COC([C@@H](N)CC1=CNC2=CC=CC=C12)=O (racemic tryptophan methyl ester), ClC1=C(C=O)C=CC=C1 (2-chlorobenzaldehyde). The product is ClC1=C(C=CC=C1)C1NC(CC2=C1NC1=CC=CC=C21)C(=O)OC (Methyl 1,2,3,4-tetrahydro-1-(2-chlorophenyl)-9H-pyrido[3,4-b]indole-3-carboxylate). As a reaction SMILES: [CH3:1][O:2][C:3](=[O:16])[C@H:4]([CH2:6][C:7]1[C:15]2[C:10](=[CH:11][CH:12]=[CH:13][CH:14]=2)[NH:9][CH:8]=1)[NH2:5].[Cl:17][C:18]1[CH:25]=[CH:24][CH:23]=[CH:22][C:19]=1[CH:20]=O>>[Cl:17][C:18]1[CH:25]=[CH:24][CH:23]=[CH:22][C:19]=1[CH:20]1[C:8]2[NH:9][C:10]3[C:15]([C:7]=2[CH2:6][CH:4]([C:3]([O:2][CH3:1])=[O:16])[NH:5]1)=[CH:14][CH:13]=[CH:12][CH:11]=3. Procedure details: The same method but starting from racemic tryptophan methyl ester and 2-chlorobenzaldehyde gave the title compound as white crystals m.p.:154° C. Reactants: CC(=O)O[BH-](OC(C)=O)OC(C)=O, CCOC(C)=O, Nc1ccccc1Cl, ClCCl, [Na+], COC(=O)C1(CC=O)CCCN1C(=O)OC(C)(C)C. Product: COC(=O)C1(CCNc2ccccc2Cl)CCCN1C(=O)OC(C)(C)C. As a reaction SMILES: [C:28]([O:29][BH-:30]([O:31][C:32](=[O:33])[CH3:34])[O:35][C:36](=[O:37])[CH3:38])(=[O:39])[CH3:40].[CH3:45][CH2:46][O:47][C:48]([CH3:49])=[O:50].[Cl:20][c:21]1[c:22]([NH2:23])[cH:24][cH:25][cH:26][cH:27]1.[Cl:42][CH2:43][Cl:44].[Na+:41].[O:1]=[CH:2][CH2:3][C:4]1([C:16](=[O:17])[O:18][CH3:19])[N:5]([C:9](=[O:10])[O:11][C:12]([CH3:13])([CH3:14])[CH3:15])[CH2:6][CH2:7][CH2:8]1>>[CH2:2]([CH2:3][C:4]1([C:16](=[O:17])[O:18][CH3:19])[N:5]([C:9](=[O:10])[O:11][C:12]([CH3:13])([CH3:14])[CH3:15])[CH2:6][CH2:7][CH2:8]1)[NH:23][c:22]1[c:21]([Cl:20])[cH:27][cH:26][cH:25][cH:24]1. Starting materials: CCCc1cn(CC(=O)OC(C)(C)C)c2cc(OCCc3sc(-c4ccc(C(F)(F)F)cc4)nc3C)ccc12, [Li+], [OH-]. The product is CCCc1cn(CC(=O)O)c2cc(OCCc3sc(-c4ccc(C(F)(F)F)cc4)nc3C)ccc12. RXN SMILES: [C:1]([CH3:2])([CH3:3])([CH3:4])[O:5][C:6]([CH2:7][n:8]1[cH:9][c:10]([CH2:36][CH2:37][CH3:38])[c:11]2[cH:12][cH:13][c:14]([O:17][CH2:18][CH2:19][c:20]3[c:21]([CH3:35])[n:22][c:23](-[c:25]4[cH:26][cH:27][c:28]([C:31]([F:32])([F:33])[F:34])[cH:29][cH:30]4)[s:24]3)[cH:15][c:16]12)=[O:39].[Li+:41].[OH-:40]>>[O:5]=[C:6]([CH2:7][n:8]1[cH:9][c:10]([CH2:36][CH2:37][CH3:38])[c:11]2[cH:12][cH:13][c:14]([O:17][CH2:18][CH2:19][c:20]3[c:21]([CH3:35])[n:22][c:23](-[c:25]4[cH:26][cH:27][c:28]([C:31]([F:32])([F:33])[F:34])[cH:29][cH:30]4)[s:24]3)[cH:15][c:16]12)[OH:39]. Starting materials: FC(C1=C(N)C=CC=C1)(F)F (2-trifluoromethylaniline), C(=S)(Cl)Cl (thiophosgene), C(C)(=O)OCC (ethyl acetate). The solvent is O (water). Product: FC(C1=C(C=CC=C1)N=C=S)(F)F (2-trifluoromethylphenylisothiocyanate). Reaction SMILES: [F:1][C:2]([F:11])([F:10])[C:3]1[CH:9]=[CH:8][CH:7]=[CH:6][C:4]=1[NH2:5].[C:12](Cl)(Cl)=[S:13].C(OCC)(=O)C>O>[F:1][C:2]([F:10])([F:11])[C:3]1[CH:9]=[CH:8][CH:7]=[CH:6][C:4]=1[N:5]=[C:12]=[S:13]. Reported procedure: 2-trifluoromethylaniline (4.1 ml, 0.0325 mol) is added dropwise at a temperature close to 20° C. and under an argon atmosphere to a mixture containing thiophosgene (2.5 ml, 0.0326 mol) in 43 ml of water. Agitation is carried out for twelve hours then 30 ml of ethyl acetate is added. The organic phase is extracted with water then with a solution of 10% sodium bicarbonate and finally with a solution of salt water. The organic phase is dried over magnesium sulphate and the solvent is evaporated off... The reactants are FC1(CCC(CC1)C1=C(C(=NC=2CC(C[C@@H](C12)O)(C)C)C1CCN(CC1)C1=NC=C(C=N1)O)[C@H](C1=CC=C(C=C1)C(F)(F)F)F)F ((5S)-4-(4,4-Difluorocyclohexyl)-3-{(S)-fluoro[4-(trifluoromethyl)phenyl]methyl}-2-[1-(5-hydroxypyrimidin-2-yl)piperidin-4-yl]-7,7-dimethyl-5,6,7,8-tetrahydroquinolin-5-ol), O (water), C1(=CC=C(C=C1)S(=O)(=O)OC[C@H]1OC(OC1)(C)C)C ((S)-2,2-dimethyl-1,3-dioxolan-4-ylmethyl p-toluenesulfonate), C([O-])([O-])=O.[K+].[K+] (potassium carbonate). The solvent is CN(C=O)C (N,N-dimethylformamide). Reaction conditions: temperature 90 celsius, time 5 hour. Yields the product FC1(CCC(CC1)C1=C(C(=NC=2CC(C[C@@H](C12)O)(C)C)C1CCN(CC1)C1=NC=C(C=N1)OC[C@H]1OC(OC1)(C)C)[C@H](C1=CC=C(C=C1)C(F)(F)F)F)F ((5S)-4-(4,4-Difluorocyclohexyl)-2-[1-(5-{[(4R)-2,2-dimethyl-1,3-dioxolan-4-yl]methoxy}pyrimidin-2-yl)piperidin-4-yl]-3-{(S)-fluoro[4-(trifluoromethyl)phenyl]methyl}-7,7-dimethyl-5,6,7,8-tetrahydroquinolin-5-ol). Yield: 82.0%. As a reaction SMILES: [F:1][C:2]1([F:46])[CH2:7][CH2:6][CH:5]([C:8]2[C:17]3[C@@H:16]([OH:18])[CH2:15][C:14]([CH3:20])([CH3:19])[CH2:13][C:12]=3[N:11]=[C:10]([CH:21]3[CH2:26][CH2:25][N:24]([C:27]4[N:32]=[CH:31][C:30]([OH:33])=[CH:29][N:28]=4)[CH2:23][CH2:22]3)[C:9]=2[C@@H:34]([F:45])[C:35]2[CH:40]=[CH:39][C:38]([C:41]([F:44])([F:43])[F:42])=[CH:37][CH:36]=2)[CH2:4][CH2:3]1.C1(C)C=CC(S(O[CH2:57][C@@H:58]2[CH2:62][O:61][C:60]([CH3:64])([CH3:63])[O:59]2)(=O)=O)=CC=1.C(=O)([O-])[O-].[K+].[K+].O>CN(C)C=O>[F:46][C:2]1([F:1])[CH2:3][CH2:4][CH:5]([C:8]2[C:17]3[C@@H:16]([OH:18])[CH2:15][C:14]([CH3:19])([CH3:20])[CH2:13][C:12]=3[N:11]=[C:10]([CH:21]3[CH2:22][CH2:23][N:24]([C:27]4[N:32]=[CH:31][C:30]([O:33][CH2:57][C@@H:58]5[CH2:62][O:61][C:60]([CH3:64])([CH3:63])[O:59]5)=[CH:29][N:28]=4)[CH2:25][CH2:26]3)[C:9]=2[C@@H:34]([F:45])[C:35]2[CH:36]=[CH:37][C:38]([C:41]([F:43])([F:42])[F:44])=[CH:39][CH:40]=2)[CH2:6][CH2:7]1 |f:2.3.4|. Procedure: To a solution of 95.0 mg (0.146 mmol) of (5S)-4-(4,4-Difluorocyclohexyl)-3-{(S)-fluoro[4-(trifluoromethyl)phenyl]methyl}-2-[1-(5-hydroxypyrimidin-2-yl)piperidin-4-yl]-7,7-dimethyl-5,6,7,8-tetrahydroquinolin-5-ol, which was prepared by a method similar to that of Reference Example 23, in 0.4 ml of N,N-dimethylformamide, 92.4 mg (0.322 mmol) of (S)-2,2-dimethyl-1,3-dioxolan-4-ylmethyl p-toluenesulfonate and 54.2 mg (0.392 mmol) of potassium carbonate were added, and the mixture was stirred at 90° ...